This data is from the Open Reaction Database (ORD), a public repository of structured organic reaction records. The task is: describe an organic reaction: reactants, conditions, products, and yield Reactants: Cl.N[C@H]1CC[C@H](CC1)NC(=O)C1=C(NC2=C1N=CN=C2C2=C(C=C(C(=C2)OC)F)OCC2CC2)C (N-(cis-4-aminocyclohexyl)-4-[2-(cyclopropylmethoxy)-4-fluoro-5-methoxyphenyl]-6-methyl-5H-pyrrolo[3,2-d]pyrimidine-7-carboxamide hydrochloride), C(C)(=O)O[C@H](C(=O)Cl)C ((2S)-1-chloro-1-oxopropan-2-yl acetate). The product is C1(CC1)COC1=C(C=C(C(=C1)F)OC)C=1C2=C(N=CN1)C(=C(N2)C)C(=O)N[C@@H]2CC[C@@H](CC2)NC([C@H](C)O)=O (4-[2-(Cyclopropylmethoxy)-4-fluoro-5-methoxyphenyl]-N-(cis-4-{[(2S)-2-hydroxypropanoyl]amino}cyclohexyl)-6-methyl-5H-pyrrolo[3,2-d]pyrimidine-7-carboxamide). RXN SMILES: Cl.[NH2:2][C@@H:3]1[CH2:8][CH2:7][C@H:6]([NH:9][C:10]([C:12]2[C:16]3[N:17]=[CH:18][N:19]=[C:20]([C:21]4[CH:26]=[C:25]([O:27][CH3:28])[C:24]([F:29])=[CH:23][C:22]=4[O:30][CH2:31][CH:32]4[CH2:34][CH2:33]4)[C:15]=3[NH:14][C:13]=2[CH3:35])=[O:11])[CH2:5][CH2:4]1.C([O:39][C@@H:40]([CH3:44])[C:41](Cl)=[O:42])(=O)C>>[CH:32]1([CH2:31][O:30][C:22]2[CH:23]=[C:24]([F:29])[C:25]([O:27][CH3:28])=[CH:26][C:21]=2[C:20]2[C:15]3[NH:14][C:13]([CH3:35])=[C:12]([C:10]([NH:9][C@H:6]4[CH2:7][CH2:8][C@@H:3]([NH:2][C:41](=[O:42])[C@@H:40]([OH:39])[CH3:44])[CH2:4][CH2:5]4)=[O:11])[C:16]=3[N:17]=[CH:18][N:19]=2)[CH2:34][CH2:33]1 |f:0.1|. Procedure details: Starting from N-(cis-4-aminocyclohexyl)-4-[2-(cyclopropylmethoxy)-4-fluoro-5-methoxyphenyl]-6-methyl-5H-pyrrolo[3,2-d]pyrimidine-7-carboxamide hydrochloride (example D.f37) and commercially available (2S)-1-chloro-1-oxopropan-2-yl acetate the title compound is obtained as colorless solid. Reactants: COC=1C=C(C=CC1)C#CC=1C=C(C=NC1)C=O (5-(3-methoxyphenylethynyl)-pyridine-3-carbaldehyde), Cl.O(C)N (methoxylamine hydrochloride). The product is CO\N=C\C=1C=NC=C(C1)C#CC1=CC(=CC=C1)OC ((E)-5-(3-Methoxyphenylethynyl)-pyridine-3-carbaldehyde O-methyloxime). The yield is 78.0%. Reaction SMILES: [CH3:1][O:2][C:3]1[CH:4]=[C:5]([C:9]#[C:10][C:11]2[CH:12]=[C:13]([CH:17]=O)[CH:14]=[N:15][CH:16]=2)[CH:6]=[CH:7][CH:8]=1.Cl.[O:20]([NH2:22])[CH3:21]>>[CH3:21][O:20]/[N:22]=[CH:17]/[C:13]1[CH:14]=[N:15][CH:16]=[C:11]([C:10]#[C:9][C:5]2[CH:6]=[CH:7][CH:8]=[C:3]([O:2][CH3:1])[CH:4]=2)[CH:12]=1 |f:1.2|. Reported procedure: Prepare essentially as described in EXAMPLE 6 using 5-(3-methoxyphenylethynyl)-pyridine-3-carbaldehyde, (prepared essentially as described in EXAMPLE 91), (290 mg, 1.22 mmol) and methoxylamine hydrochloride (520 mg, 9.78 mmol). The E/Z Isomers were separated during the purification to give the title compound (254 mg, 78%).